From a dataset of the Open Reaction Database (ORD), a public repository of structured organic reaction records. describe an organic reaction: reactants, conditions, products, and yield As a reaction SMILES: [Al+3:26].[Br:1][c:2]1[cH:3][c:4]2[c:8]([cH:9][cH:10]1)[NH:7][CH:6]1[CH:5]2[CH2:15][CH2:14][CH2:13][CH2:12][C:11]1=[O:16].[CH3:21][C:22](=[O:23])[O-:24].[CH3:31][CH2:32][OH:33].[CH3:35][OH:36].[ClH:17].[H-:25].[H-:28].[H-:29].[H-:30].[Li+:27].[NH2:18][OH:19].[Na+:20].[OH2:34]>>[Br:1][c:2]1[cH:3][c:4]2[c:8]([cH:9][cH:10]1)[NH:7][CH:6]1[CH:5]2[CH2:15][CH2:14][CH2:13][CH2:12][CH:11]1[NH2:18]. Product: NC1CCCCC2c3cc(Br)ccc3NC12. The reactants are [Al+3], O=C1CCCCC2c3cc(Br)ccc3NC12, CC(=O)[O-], CCO, CO, Cl, [H-], [H-], [H-], [H-], [Li+], NO, [Na+], O. The reactants are CC(=O)O, ClCCl, Cl, COC(=O)Cc1cc(F)c(Cl)cc1N, O. The product is O=C1Cc2cc(F)c(Cl)cc2N1. As a reaction SMILES: [CH3:20][C:21](=[O:22])[OH:23].[Cl:17][CH2:18][Cl:19].[ClH:16].[NH2:1][c:2]1[c:3]([CH2:10][C:11]([O:13][CH3:12])=[O:14])[cH:4][c:5]([F:9])[c:6]([Cl:8])[cH:7]1.[OH2:15]>>[NH:1]1[c:2]2[c:3]([cH:4][c:5]([F:9])[c:6]([Cl:8])[cH:7]2)[CH2:10][C:11]1=[O:13].